This data is from the Open Reaction Database (ORD), a public repository of structured organic reaction records. The task is: describe an organic reaction: reactants, conditions, products, and yield Reactants: ClCCl, CN(N)S(=O)(=O)c1ccc(Cl)cc1, CC#N, CN(C)c1ccncc1, O=C(Cl)c1c(F)cccc1Cl, c1ccncc1. Product: CN(NC(=O)c1c(F)cccc1Cl)S(=O)(=O)c1ccc(Cl)cc1. RXN SMILES: [CH2:43]([Cl:44])[Cl:45].[CH3:1][N:2]([NH2:3])[S:4](=[O:5])(=[O:6])[c:7]1[cH:8][cH:9][c:10]([Cl:13])[cH:11][cH:12]1.[CH3:20][C:21]#[N:22].[CH3:34][N:35]([CH3:36])[c:37]1[cH:38][cH:39][n:40][cH:41][cH:42]1.[F:23][c:24]1[c:25]([C:26](=[O:27])[Cl:28])[c:29]([Cl:33])[cH:30][cH:31][cH:32]1.[cH:14]1[cH:15][cH:16][n:17][cH:18][cH:19]1>>[CH3:1][N:2]([NH:3][C:26]([c:25]1[c:24]([F:23])[cH:32][cH:31][cH:30][c:29]1[Cl:33])=[O:27])[S:4](=[O:5])(=[O:6])[c:7]1[cH:8][cH:9][c:10]([Cl:13])[cH:11][cH:12]1. Starting materials: C(CCCCCCCCCCCCC)OC=1C=C2CCN(CC2=CC1)C (6-tetradecanyloxy-2-methyl-1,2,3,4-tetrahydroisoquinoline), ( 65 ), CO.C(Cl)Cl (MeOH CH2Cl2). Yields the product ClC1=CC=C(C=C1)COC=1C=CC=C2CCN(CC12)C (8-(4-chlorophenylmethoxy)-2-methyl-1,2,3,4-tetrahydroisoquinoline). RXN SMILES: C(O[C:16]1[CH:17]=[C:18]2[C:23](=[CH:24][CH:25]=1)[CH2:22][N:21]([CH3:26])[CH2:20][CH2:19]2)CCCCCCCCCCCCC.[CH3:27][OH:28].[CH2:29]([Cl:31])Cl>>[Cl:31][C:29]1[CH:18]=[CH:17][C:16]([CH2:27][O:28][C:24]2[CH:25]=[CH:16][CH:17]=[C:18]3[C:23]=2[CH2:22][N:21]([CH3:26])[CH2:20][CH2:19]3)=[CH:25][CH:24]=1 |f:1.2|. Procedure details: MS: 286 (M+ -1, 27), 162 (51), 125 (65); Rf : 0.43 (8% MeOH/CH2Cl2). The reactants are CC(=O)c1cc2c(-c3cc(C)cc(C(C)(C)C)c3O)cccc2s1, O=C([O-])[O-], CCOC(C)=O, CCCCCC, [Cs+], [Cs+], FC(F)(F)CBr, CN(C)C=O. The product is CC(=O)c1cc2c(-c3cc(C)cc(C(C)(C)C)c3OCC(F)(F)F)cccc2s1. As a reaction SMILES: [C:1]([CH3:2])(=[O:3])[c:4]1[cH:5][c:6]2[c:7]([s:8]1)[cH:9][cH:10][cH:11][c:12]2-[c:13]1[c:14]([OH:24])[c:15]([C:20]([CH3:21])([CH3:22])[CH3:23])[cH:16][c:17]([CH3:19])[cH:18]1.[C:31](=[O:32])([O-:33])[O-:34].[C:43]([O:44][CH2:45][CH3:46])(=[O:47])[CH3:48].[CH3:37][CH2:38][CH2:39][CH2:40][CH2:41][CH3:42].[Cs+:35].[Cs+:36].[F:25][C:26]([CH2:27][Br:28])([F:29])[F:30].[O:49]=[CH:50][N:51]([CH3:52])[CH3:53]>>[C:1]([CH3:2])(=[O:3])[c:4]1[cH:5][c:6]2[c:7]([s:8]1)[cH:9][cH:10][cH:11][c:12]2-[c:13]1[c:14]([O:24][CH2:27][C:26]([F:25])([F:29])[F:30])[c:15]([C:20]([CH3:21])([CH3:22])[CH3:23])[cH:16][c:17]([CH3:19])[cH:18]1. Reactants: CS(=O)(=O)Cl (methanesulfonyl chloride), C1=CC=CC=2SC3=CC=CC=C3N(C12)CCOCCO (2-(2-(10H-phenothiazin-10-yl)ethoxy)ethanol), aqueous solution, C(C(O)C(O)C(=O)O)(=O)O (tartaric acid), C([O-])([O-])=O.[K+].[K+] (potassium carbonate), C(=O)(O)C(O)C(O)C(=O)O.N1C[C@@H](CCC1)C(=O)OCC (ethyl (R)-3-piperidinecarboxylate tartrate). Run in C1(=CC=CC=C1)C (toluene), O (Water), C1(=CC=CC=C1)C (toluene), C1(=CC=CC=C1)C (toluene), C(C)N(CC)CC (triethylamine), C(C)(=O)OCC (ethyl acetate), O (water). Run at time 45 minute. Yields the product C(C)OC(=O)[C@H]1CN(CCC1)CCOCCN1C2=CC=CC=C2SC=2C=CC=CC12 ((R)-N-(2-(2-(10H-phenothiazin-10-yl)ethoxy)ethyl)-3-piperidinecarboxylic acid ethyl ester). Yield: 36.1%. Reaction SMILES: [CH:1]1[C:14]2[N:13]([CH2:15][CH2:16][O:17][CH2:18][CH2:19]O)[C:12]3[C:7](=[CH:8][CH:9]=[CH:10][CH:11]=3)[S:6][C:5]=2[CH:4]=[CH:3][CH:2]=1.CS(Cl)(=O)=O.C(=O)([O-])[O-].[K+].[K+].C(C(C(C(O)=O)O)O)(O)=O.[NH:42]1[CH2:47][CH2:46][CH2:45][C@@H:44]([C:48]([O:50][CH2:51][CH3:52])=[O:49])[CH2:43]1.C(O)(=O)C(C(C(O)=O)O)O>C1(C)C=CC=CC=1.C(OCC)(=O)C.O.C(N(CC)CC)C>[CH2:51]([O:50][C:48]([C@@H:44]1[CH2:45][CH2:46][CH2:47][N:42]([CH2:19][CH2:18][O:17][CH2:16][CH2:15][N:13]2[C:12]3[CH:11]=[CH:10][CH:9]=[CH:8][C:7]=3[S:6][C:5]3[C:14]2=[CH:1][CH:2]=[CH:3][CH:4]=3)[CH2:43]1)=[O:49])[CH3:52] |f:2.3.4,5.6|. Procedure: A well-stirred mixture of the above alcohol (1.5 g, 5.2 mmol), triethylamine (1.8 ml) and toluene (20 ml) placed under an atmosphere of nitrogen was cooled on an ice-bath. A solution of methanesulfonyl chloride (1.5 g, 10.4 mmol) in toluene (5 ml) was added within 15 minutes. Stirring was continued for 45 minutes on an ice-bath and then for 30 minutes at room temperature. Water (15 ml) was added and the mixture was stirred at room temperature for 15 minutes. The phases were separated and the aqu...